From a dataset of the Open Reaction Database (ORD), a public repository of structured organic reaction records. describe an organic reaction: reactants, conditions, products, and yield Reactants: NC1=CC2=C(C=C1)OCO2 (1-amino-3,4-methylenedioxybenzene), CO (methanol), C(C)(C)I (isopropyl iodide). Run in C(C)N(CC)CC (triethylamine). The product is C(C)(C)N.C1OC=2C=CC=CC2O1 (1-isopropylamine 3,4-methylenedioxybenzene). Reaction SMILES: [NH2:1][C:2]1[CH:7]=[CH:6][C:5]2[O:8][CH2:9][O:10][C:4]=2[CH:3]=1.CO.C(I)(C)C>C(N(CC)CC)C>[CH:2]([NH2:1])([CH3:7])[CH3:3].[CH2:9]1[O:10][C:4]2[CH:3]=[CH:2][CH:7]=[CH:6][C:5]=2[O:8]1 |f:4.5|. Procedure: To a solution of 197 gms. of 1-amino-3,4-methylenedioxybenzene in 1500 mls. of methanol is added 110.3 mls. of isopropyl iodide and 154.8 mls. of triethylamine. The resulting solution is refluxed for 32 hours at the end of which time the solvent is stripped at reduced pressure. The oil thus obtained is extracted repeatedly with diethyl ether. The extracts are combined, filtered through Celite, and the ether stripped off to obtain 1-isopropylamine-3,4-methylenedioxybenzene as an oil.